From a dataset of the Open Reaction Database (ORD), a public repository of structured organic reaction records. describe an organic reaction: reactants, conditions, products, and yield The reactants are C(C1=CC=CC=C1)OC1=C(CCC2=CC=C(C(=N2)Cl)C(=O)OC)C=C(C=C1)Br (methyl 6-[2-benzyloxy-5-bromophenethyl]-2-chloro-3-pyridinecarboxylate), N (ammonia). Solvent: C(C)O (ethanol). The product is C(C1=CC=CC=C1)OC1=C(CCC2=CC=C(C(=N2)Cl)C(=O)N)C=C(C=C1)Br (6-[2-Benzyloxy-5-bromophenethyl]-2-chloro-3-pyridine carboxamide). RXN SMILES: [CH2:1]([O:8][C:9]1[CH:27]=[CH:26][C:25]([Br:28])=[CH:24][C:10]=1[CH2:11][CH2:12][C:13]1[N:18]=[C:17]([Cl:19])[C:16]([C:20](OC)=[O:21])=[CH:15][CH:14]=1)[C:2]1[CH:7]=[CH:6][CH:5]=[CH:4][CH:3]=1.[NH3:29]>C(O)C>[CH2:1]([O:8][C:9]1[CH:27]=[CH:26][C:25]([Br:28])=[CH:24][C:10]=1[CH2:11][CH2:12][C:13]1[N:18]=[C:17]([Cl:19])[C:16]([C:20]([NH2:29])=[O:21])=[CH:15][CH:14]=1)[C:2]1[CH:7]=[CH:6][CH:5]=[CH:4][CH:3]=1. Reported procedure: A solution of methyl 6-[2-benzyloxy-5-bromophenethyl]-2-chloro-3-pyridinecarboxylate (2.0 g) in ethanol (60 ml) saturated with ammonia was heated at 177° C. under pressure for 6 hours. The solvent was evaporated and the residue subjected to chromatography on silica gel (7734). Two products were isolated. The first was eluted with 2.5% ethyl acetate/CH2Cl2 and the second with 5% MeOH/CH2Cl2. The first product was identified as a mixture of the methyl and ethyl esters of 6-[2-benzyloxy-5-bromophen...